From a dataset of the Open Reaction Database (ORD), a public repository of structured organic reaction records. describe an organic reaction: reactants, conditions, products, and yield Starting materials: C([O-])(O)=O.[Na+] (sodium bicarbonate), N[C@H]1C(N([C@@H]1CC=C)C(C(=O)OC)=C(C)C)=O (methyl 2-[(3R,4R)-3-amino-4-allyl-2-oxoazetidin-1-yl]-3-methylbut-2-enoate), C(CC(C)C)ON=O (isopentylnitrite), Cl (hydrogen chloride). Run in C(C)(=O)OCC (ethyl acetate), C(Cl)Cl (methylene chloride), C(C)OCC (ethyl ether). Reaction conditions: temperature 0 celsius, time 1 hour. Product: C(C=C)[C@@H]1C(C(N1C(C(=O)OC)=C(C)C)=O)Cl (methyl 2-[(4R)-4-allyl-3-chloro-2-oxoazetidin-1-yl]-3-methylbut-2-enoate). The yield is 60.8%. Reaction SMILES: N[C@@H:2]1[C@@H:5]([CH2:6][CH:7]=[CH2:8])[N:4]([C:9](=[C:14]([CH3:16])[CH3:15])[C:10]([O:12][CH3:13])=[O:11])[C:3]1=[O:17].C(ON=O)CC(C)C.[ClH:26].C(=O)(O)[O-].[Na+]>C(Cl)Cl.C(OCC)C.C(OCC)(=O)C>[CH2:6]([C@H:5]1[N:4]([C:9](=[C:14]([CH3:16])[CH3:15])[C:10]([O:12][CH3:13])=[O:11])[C:3](=[O:17])[CH:2]1[Cl:26])[CH:7]=[CH2:8] |f:3.4|. Reported procedure: A solution of methyl 2-[(3R,4R)-3-amino-4-allyl-2-oxoazetidin-1-yl]-3-methylbut-2-enoate (1.0 g) in methylene chloride (10 ml) was cooled to -65° C., and isopentylnitrite (1.01 ml) and a solution of hydrogen chloride (524 mg) in ethyl ether (8 ml) were added. The mixture was allowed to warm to 0° C. during a period of 45 minutes and stirred for one hour and half at 0° C. The reaction mixture was poured into a mixture of ethyl acetate (40 ml) and dilute aqueous sodium bicarbonate. The organic lay... The reactants are Cc1c(C(=O)OC(C)(C)C)nc(-c2ccccc2Cl)n1-c1ccc([N+](=O)[O-])cc1, ClCCl, O=C(O)C(F)(F)F. Yields the product Cc1c(C(=O)O)nc(-c2ccccc2Cl)n1-c1ccc([N+](=O)[O-])cc1. As a reaction SMILES: [Cl:1][c:2]1[c:3](-[c:8]2[n:9](-[c:21]3[cH:22][cH:23][c:24]([N+:27](=[O:28])[O-:29])[cH:25][cH:26]3)[c:10]([CH3:20])[c:11]([C:13](=[O:14])[O:15][C:16]([CH3:17])([CH3:18])[CH3:19])[n:12]2)[cH:4][cH:5][cH:6][cH:7]1.[Cl:37][CH2:38][Cl:39].[OH:30][C:31]([C:32]([F:33])([F:34])[F:35])=[O:36]>>[Cl:1][c:2]1[c:3](-[c:8]2[n:9](-[c:21]3[cH:22][cH:23][c:24]([N+:27](=[O:28])[O-:29])[cH:25][cH:26]3)[c:10]([CH3:20])[c:11]([C:13](=[O:14])[OH:15])[n:12]2)[cH:4][cH:5][cH:6][cH:7]1. As a reaction SMILES: [CH3:1][C:2]1([CH3:11])[C:6]2([CH3:10])[CH:7]([OH:9])[CH2:8][CH:3]1[CH2:4][CH2:5]2.[O-]Cl.[Na+]>C(O)(=O)C>[C:6]12([CH3:10])[C:2]([CH3:11])([CH3:1])[CH:3]([CH2:4][CH2:5]1)[CH2:8][C:7]2=[O:9] |f:1.2|. The product is C12(C(=O)CC(CC1)C2(C)C)C (camphor). Procedure: To a vigorously stirred solution of 600 g (3.89 mol) of (−)-borneol in 1.5 L of glacial acetic acid at 0° C. was added 7.5 L of household bleach (Chlorox™) over a period of 1 h. After 30 min the solid (800 g) was collected by filtration and dissolved in 2 L of hexane. The solution was washed with saturated aqueous NaHCO3 and brine, dried over Na2SO4 and concentrated to give 570 g (96%) of camphor. Yield: 96.3%. The reactants are CC1(C2CCC1(C(C2)O)C)C ((−)-borneol), [O-]Cl.[Na+] (Chlorox). Solvent: C(C)(=O)O (acetic acid). Procedure details: The title compound was prepared from 4-{5-[2-amino-7-methyl-8-(3-trifluoromethyl-phenyl)-[1,2,4]triazolo[1,5-a]pyridin-6-yl]-pyrazol-1-yl}-benzonitrile (Ex. 1, 100 mg, 0.218 mmol) and 2-chloro-N,N-dimethylacetamide (40 mg, 0.332 mmol) using a similar method to that used in Example 11 (6 mg). Reactants: NC1=NN2C(C(=C(C(=C2)C2=CC=NN2C2=CC=C(C#N)C=C2)C)C2=CC(=CC=C2)C(F)(F)F)=N1 (4-{5-[2-amino-7-methyl-8-(3-trifluoromethyl-phenyl)-[1,2,4]triazolo[1,5-a]pyridin-6-yl]-pyrazol-1-yl}-benzonitrile), ClCC(=O)N(C)C (2-chloro-N,N-dimethylacetamide), Example 11. The product is C(#N)C1=CC=C(C=C1)N1N=CC=C1C=1C(=C(C=2N(C1)N=C(N2)NCC(=O)N(C)C)C2=CC(=CC=C2)C(F)(F)F)C (2-[6-[2-(4-Cyano-phenyl)-2H-pyrazol-3-yl]-7-methyl-8-(3-trifluoromethyl-phenyl)-[1,2,4]triazolo[1,5-a]pyridin-2-ylamino]-N,N-dimethyl-acetamide). As a reaction SMILES: [NH2:1][C:2]1[N:34]=[C:5]2[C:6]([C:24]3[CH:29]=[CH:28][CH:27]=[C:26]([C:30]([F:33])([F:32])[F:31])[CH:25]=3)=[C:7]([CH3:23])[C:8]([C:10]3[N:14]([C:15]4[CH:22]=[CH:21][C:18]([C:19]#[N:20])=[CH:17][CH:16]=4)[N:13]=[CH:12][CH:11]=3)=[CH:9][N:4]2[N:3]=1.Cl[CH2:36][C:37]([N:39]([CH3:41])[CH3:40])=[O:38]>>[C:19]([C:18]1[CH:17]=[CH:16][C:15]([N:14]2[C:10]([C:8]3[C:7]([CH3:23])=[C:6]([C:24]4[CH:29]=[CH:28][CH:27]=[C:26]([C:30]([F:32])([F:33])[F:31])[CH:25]=4)[C:5]4[N:4]([N:3]=[C:2]([NH:1][CH2:36][C:37]([N:39]([CH3:41])[CH3:40])=[O:38])[N:34]=4)[CH:9]=3)=[CH:11][CH:12]=[N:13]2)=[CH:22][CH:21]=1)#[N:20]. Starting materials: FC=1C=C2C(=CN(C2=CC1)C)CNC (5-fluoro-1-methyl-3-(methylaminomethyl)-1H-indole), Cl.O=C1CCC=2C=C(C=NC2N1)/C=C/C(=O)O ((E)-3-(7-oxo-5,6,7,8-tetrahydro-1,8-naphthyridin-3-yl)acrylic acid hydrochloride salt), CNCC1=C2N(C=3C=CC=CC13)CCC2 (2,3-dihydro-8-(methylaminomethyl)-1H-3a-azacyclopenta[a]indene), NC1=CC=C(C=N1)/C=C/C(=O)O ((E)-3-(6-amino-pyridin-3-yl)acrylic acid). Yields the product NC1=CC=C(C=N1)/C=C/C(=O)N(C)CC1=CN(C2=CC=C(C=C12)F)C ((E)-3-(6-aminopyridin-3-yl)-N-(5-fluoro-1-methyl-1H-indol-3-ylmethyl)-N-methylacrylamide). Isolated yield 39.8%. Reaction SMILES: [F:1][C:2]1[CH:3]=[C:4]2[C:8](=[CH:9][CH:10]=1)[N:7]([CH3:11])[CH:6]=[C:5]2[CH2:12][NH:13][CH3:14].CNCC1C2C=CC=CC=2N2CCCC=12.[NH2:30][C:31]1[N:36]=[CH:35][C:34](/[CH:37]=[CH:38]/[C:39]([OH:41])=O)=[CH:33][CH:32]=1.Cl.O=C1NC2N=CC(/C=C/C(O)=O)=CC=2CC1>>[NH2:30][C:31]1[N:36]=[CH:35][C:34](/[CH:37]=[CH:38]/[C:39]([N:13]([CH2:12][C:5]2[C:4]3[C:8](=[CH:9][CH:10]=[C:2]([F:1])[CH:3]=3)[N:7]([CH3:11])[CH:6]=2)[CH3:14])=[O:41])=[CH:33][CH:32]=1 |f:3.4|. Reported procedure: According to the procedure of Example 24, except substituting 5-fluoro-1-methyl-3-(methylaminomethyl)-1H-indole (0.2 g, 1.04 mmole) for the 2,3-dihydro-8-(methylaminomethyl)-1H-3a-azacyclopenta[a]indene, and substituting (E)-3-(6-amino-pyridin-3-yl)acrylic acid (0.17 g, 1.04 mmole) for the (E)-3-(7-oxo-5,6,7,8-tetrahydro-1,8-naphthyridin-3-yl)acrylic acid hydrochloride salt, the title compound (0.14 g, 41%) was prepared as an off-white powder: MS (ES) m/e 339 (M+H)+. The reactants are CO, CC1C(c2ccc([N+](=O)[O-])cc2)CC(=O)N1C. The product is CC1C(c2ccc(N)cc2)CC(=O)N1C. Reaction SMILES: [CH3:18][OH:19].[CH3:1][N:2]1[C:3](=[O:17])[CH2:4][CH:5]([c:8]2[cH:9][cH:10][c:11]([N+:14]([O-:15])=[O:16])[cH:12][cH:13]2)[CH:6]1[CH3:7]>>[CH3:1][N:2]1[C:3](=[O:17])[CH2:4][CH:5]([c:8]2[cH:9][cH:10][c:11]([NH2:14])[cH:12][cH:13]2)[CH:6]1[CH3:7]. The reactants are COC(=O)c1ccc2cc(-c3ccc(OCC4COC(C)(C)O4)c(C45CC6CC(CC(C6)C4)C5)c3)ccc2c1, CO, [Na+], [OH-]. Yields the product CC1(C)OCC(COc2ccc(-c3ccc4cc(C(=O)O)ccc4c3)cc2C23CC4CC(CC(C4)C2)C3)O1. As a reaction SMILES: [C:3]12([c:13]3[cH:14][c:15](-[c:28]4[cH:29][c:30]5[cH:31][cH:32][c:33]([C:38](=[O:39])[O:40][CH3:41])[cH:34][c:35]5[cH:36][cH:37]4)[cH:16][cH:17][c:18]3[O:19][CH2:20][CH:21]3[O:22][C:23]([CH3:26])([CH3:27])[O:24][CH2:25]3)[CH2:4][CH:5]3[CH2:6][CH:7]([CH2:8][CH:9]([CH2:10]1)[CH2:11]3)[CH2:12]2.[CH3:42][OH:43].[Na+:2].[OH-:1]>>[C:3]12([c:13]3[cH:14][c:15](-[c:28]4[cH:29][c:30]5[cH:31][cH:32][c:33]([C:38](=[O:39])[OH:40])[cH:34][c:35]5[cH:36][cH:37]4)[cH:16][cH:17][c:18]3[O:19][CH2:20][CH:21]3[O:22][C:23]([CH3:26])([CH3:27])[O:24][CH2:25]3)[CH2:4][CH:5]3[CH2:6][CH:7]([CH2:8][CH:9]([CH2:10]1)[CH2:11]3)[CH2:12]2.